The task is: describe an organic reaction: reactants, conditions, products, and yield. This data is from the Open Reaction Database (ORD), a public repository of structured organic reaction records. Starting materials: P(OC(C1=CC(=C(C(=C1)OC)CCC)OC)(CC)CC)([O-])=O (diethyl(3,5-dimethoxy-4-1-propylbenzyl) phosphonate), FC1=CC=C(C=O)C=C1 (4-fluorobenzaldehyde). Product: COC=1C=C(C=C(C1CCC)OC)C=CC1=CC=C(C=C1)F (1-(3,5-Dimethoxy-4-1-propylphenyl)-2-(4-fluorophenyl)ethene). RXN SMILES: P(=O)([O-])O[C:3]([CH2:19][CH3:20])(CC)[C:4]1[CH:9]=[C:8]([O:10][CH3:11])[C:7]([CH2:12][CH2:13][CH3:14])=[C:6]([O:15][CH3:16])[CH:5]=1.[F:23][C:24]1[CH:31]=[CH:30]C(C=O)=[CH:26][CH:25]=1>>[CH3:11][O:10][C:8]1[CH:9]=[C:4]([CH:3]=[CH:19][C:20]2[CH:30]=[CH:31][C:24]([F:23])=[CH:25][CH:26]=2)[CH:5]=[C:6]([O:15][CH3:16])[C:7]=1[CH2:12][CH2:13][CH3:14]. Procedure: This material was prepared from diethyl(3,5-dimethoxy-4-1-propylbenzyl) phosphonate and 4-fluorobenzaldehyde in the same procedure as described in Example 21. Starting materials: stainless steel, Cu(NO3)(PPh3)2, C1(=CC=CC=C1)P(C1=CC=CC=C1)C1=CC=CC=C1 (triphenylphosphine), [OH-].[Na+] (sodium hydroxide), C1(=CC=CC=C1)C(C=O)C (2-phenylpropionaldehyde), [H][H] (hydrogen), [H][H] (hydrogen). Product: C1(=CC=CC=C1)C(CO)C (2-phenyl-1-propanol). Isolated yield 58.3%. RXN SMILES: C1(P(C2C=CC=CC=2)C2C=CC=CC=2)C=CC=CC=1.[OH-].[Na+].[C:22]1([CH:28]([CH3:31])[CH:29]=[O:30])[CH:27]=[CH:26][CH:25]=[CH:24][CH:23]=1.[H][H]>>[C:22]1([CH:28]([CH3:31])[CH2:29][OH:30])[CH:27]=[CH:26][CH:25]=[CH:24][CH:23]=1 |f:1.2|. Procedure: Into a stainless steel autoclave equipped with a glass inner tube, Cu(NO3)(PPh3)2 (11.7 mg, 0.018 mmol) and triphenylphosphine (28.3 mg, 0.108 mmol) were introduced. The inside of the autoclave was then replaced with nitrogen. To the autoclave, an ethanolic solution of sodium hydroxide (0.03 M) (6.0 mL, 0.18 mmol) and 2-phenylpropionaldehyde (1.21 mL, 9 mmol) were added, and stirring was performed at a hydrogen pressure of 5 MPa at 50° C. for 16 hours. The hydrogen was released with great care, ... Reactants: S(=O)(Cl)Cl (thionylchloride), O=C1N(C2=C(N1CCCCCCCC(=O)O)C=CC=C2)C2=CC=CC=C2 (8-(2-oxo-3-phenyl-benzimidazolin-1-yl)-caprylic acid). Conditions: time 4 hour. Product: C(CCCCC)OC(CCCCCCCN1C(N(C2=C1C=CC=C2)C2=CC=CC=C2)=O)=O (8-(2-Oxo-3-phenyl-benzimidazolin-1-yl)-caprylic acid hexylester). Reaction SMILES: S(Cl)(Cl)=O.[O:5]=[C:6]1[N:10]([CH2:11][CH2:12][CH2:13][CH2:14][CH2:15][CH2:16][CH2:17][C:18]([OH:20])=[O:19])[C:9]2[CH:21]=[CH:22][CH:23]=[CH:24][C:8]=2[N:7]1[C:25]1[CH:30]=[CH:29][CH:28]=[CH:27][CH:26]=1>>[CH2:23]([O:19][C:18](=[O:20])[CH2:17][CH2:16][CH2:15][CH2:14][CH2:13][CH2:12][CH2:11][N:10]1[C:9]2[CH:21]=[CH:22][CH:23]=[CH:24][C:8]=2[N:7]([C:25]2[CH:26]=[CH:27][CH:28]=[CH:29][CH:30]=2)[C:6]1=[O:5])[CH2:24][CH2:8][CH2:9][CH2:21][CH3:22]. Procedure: 5 cc. of thionylchloride are added to 1 g. of 8-(2-oxo-3-phenyl-benzimidazolin-1-yl)-caprylic acid and the mixture is stirred at room temperature for 2 hours. Unreacted thionylchloride is evaporated in a vacuum, the residue is dissolved in a small amount of anhydrous chloroform and 238 mg. of hexanol are added to the solution. The mixture is stirred at room temperature for 4 hours, consequetively washed with 5% NaHCO3 solution and water, dried over Na2SO4 and evaporated in a vacuum. The residue ... Starting materials: CC1=NNC2=NC=C(C=C21)C=2C=C(C(=O)OCC)C=CC2 (ethyl 3-(3-methyl-1H-pyrazolo[3,4-b]pyridin-5-yl)benzoate), [OH-].[Na+] (sodium hydroxide). Solvent: C(C)O (ethanol). Conditions: time 4 hour. The product is CC1=NNC2=NC=C(C=C21)C=2C=C(C(=O)O)C=CC2 (3-(3-methyl-1H-pyrazolo[3,4-b]pyridin-5-yl)benzoic acid). As a reaction SMILES: [CH3:1][C:2]1[C:10]2[C:5](=[N:6][CH:7]=[C:8]([C:11]3[CH:12]=[C:13]([CH:19]=[CH:20][CH:21]=3)[C:14]([O:16]CC)=[O:15])[CH:9]=2)[NH:4][N:3]=1.[OH-].[Na+]>C(O)C>[CH3:1][C:2]1[C:10]2[C:5](=[N:6][CH:7]=[C:8]([C:11]3[CH:12]=[C:13]([CH:19]=[CH:20][CH:21]=3)[C:14]([OH:16])=[O:15])[CH:9]=2)[NH:4][N:3]=1 |f:1.2|. Procedure details: To a stirred solution of ethyl 3-(3-methyl-1H-pyrazolo[3,4-b]pyridin-5-yl)benzoate (119) (10 mg, 0.142, 1 eq) in ethanol (5 mL) was added 4N sodium hydroxide solution (4 mL) and the reaction mixture was stirred at room temperature for 4 hrs. After completion of the reaction the solvents were distilled off and diluted with water and the pH adjusted to 4 and extracted into chloroform. The organic layer was dried over sodium sulphate and the solvents were removed to get the compound 3-(3-methyl-1H-... Starting materials: ice water, C(Cl)(Cl)Cl (chloroform), CN(C=O)C (N,N-dimethylformamide), C(CCC)N(C1=CC(=C(C(=C1)OC)C=CC=1SC=CC1)OC)CCCC (2-[2-(4-dibutylamino-2,6-dimethoxyphenyl)vinyl]thiophene), C(CCC)[Li] (n-butyllithium). The solvent is O1CCCC1 (tetrahydrofuran). The product is C(CCC)N(C1=CC(=C(C(=C1)OC)C=CC1=CC=C(S1)C=O)OC)CCCC (5-[2-(4-dibutylamino-2,6-dimethoxyphenyl)vinyl]thiophene-2-carboaldehyde). The yield is 100.0%. As a reaction SMILES: [CH2:1]([N:5]([CH2:23][CH2:24][CH2:25][CH3:26])[C:6]1[CH:11]=[C:10]([O:12][CH3:13])[C:9]([CH:14]=[CH:15][C:16]2[S:17][CH:18]=[CH:19][CH:20]=2)=[C:8]([O:21][CH3:22])[CH:7]=1)[CH2:2][CH2:3][CH3:4].C([Li])CCC.CN(C)[CH:34]=[O:35].C(Cl)(Cl)Cl>O1CCCC1>[CH2:23]([N:5]([CH2:1][CH2:2][CH2:3][CH3:4])[C:6]1[CH:7]=[C:8]([O:21][CH3:22])[C:9]([CH:14]=[CH:15][C:16]2[S:17][C:18]([CH:34]=[O:35])=[CH:19][CH:20]=2)=[C:10]([O:12][CH3:13])[CH:11]=1)[CH2:24][CH2:25][CH3:26]. Procedure details: In a stream of argon, in 10 ml of tetrahydrofuran was dissolved 0.75 g (2.00 mmol) of 2-[2-(4-dibutylamino-2,6-dimethoxyphenyl)vinyl]thiophene, and 1.27 ml of n-butyllithium (1.6 M solution in hexane) (2.03 mmol) was added dropwise thereto under cooling. The mixture was stirred for hour. To this mixture, 0.20 ml (1.20 mmol) of N,N-dimethylformamide was added dropwise and reacted. The temperature was then allowed to rise gradually, and the mixture was allowed to react at room temperature for 12 h...